describe an organic reaction: reactants, conditions, products, and yield From a dataset of the Open Reaction Database (ORD), a public repository of structured organic reaction records. Starting materials: C(C)C1=C(CC=2NCCN2)C(=CC=C1F)CC (2-(2,6-Diethyl-3-fluoro-benzyl)-4,5-dihydro-1H-imidazole), C1(=O)N(C(=O)N(C(=O)N1Cl)Cl)Cl (TCCA), C1CCC2=NCCCN2CC1 (DBU). Yields the product C(C)C1=C(CC=2NC=CN2)C(=CC=C1F)CC (2-(2,6-Diethyl-3-fluoro-benzyl)-1H-imidazole). RXN SMILES: [CH2:1]([C:3]1[C:14]([F:15])=[CH:13][CH:12]=[C:11]([CH2:16][CH3:17])[C:4]=1[CH2:5][C:6]1[NH:7][CH2:8][CH2:9][N:10]=1)[CH3:2].C1(N(Cl)C(=O)N(Cl)C(=O)N1Cl)=O.C1CCN2C(=NCCC2)CC1>>[CH2:1]([C:3]1[C:14]([F:15])=[CH:13][CH:12]=[C:11]([CH2:16][CH3:17])[C:4]=1[CH2:5][C:6]1[NH:10][CH:9]=[CH:8][N:7]=1)[CH3:2]. Procedure details: 2-(2,6-Diethyl-3-fluoro-benzyl)-1H-imidazole was prepared from 2-(2,6-diethyl-3-fluoro-benzyl)-4,5-dihydro-1H-imidazole (Example 197), TCCA and DBU in analogy to Example 194e): light yellow crystals; MS (ISP): 233.3 ([M+H]+).